Dataset: the Open Reaction Database (ORD), a public repository of structured organic reaction records. Task: describe an organic reaction: reactants, conditions, products, and yield Reaction conditions: temperature 25 celsius, time 3 hour. Product: ClC1=C(C=C(C(=C1)Cl)C(=O)O)S(=O)O (2,4-dichloro-5-carboxybenzenesulfinic acid). Starting materials: Cl (hydrochloric acid), ClC1=C(C(=O)O)C=C(C(=C1)Cl)S(=O)(=O)Cl (2,4-dichloro-5-chlorosulfonylbenzoic acid), [OH-].[Na+] (sodium hydroxide), S(=O)([O-])[O-].[Na+].[Na+] (sodium sulfite). The solvent is O (water). As a reaction SMILES: S([O-])([O-])=O.[Na+].[Na+].[Cl:7][C:8]1[CH:16]=[C:15]([Cl:17])[C:14]([S:18](Cl)(=[O:20])=[O:19])=[CH:13][C:9]=1[C:10]([OH:12])=[O:11].[OH-].[Na+].Cl>O>[Cl:17][C:15]1[CH:16]=[C:8]([Cl:7])[C:9]([C:10]([OH:12])=[O:11])=[CH:13][C:14]=1[S:18]([OH:20])=[O:19] |f:0.1.2,4.5|. Procedure details: A three liter flask equipped with a mechanical stirrer, thermometer and dropping funnel is charged with sodium sulfite (378 g,; 3.0 moles) and water (1 liter). The solution is cooled in an ice bath and treated with 2,4-dichloro-5-chlorosulfonylbenzoic acid (290 g.; 1.0 mole) and 10N sodium hydroxide (290 ml.) simultaneously in small portions over a period of 1.5 hours keeping the temperature below 20° C. and the pH of the reaction at 9. When the addition of the reagents is complete, the reaction...